Dataset: the Open Reaction Database (ORD), a public repository of structured organic reaction records. Task: describe an organic reaction: reactants, conditions, products, and yield Starting materials: [OH-].[Na+] (sodium hydroxide), [OH-].[Na+] (sodium hydroxide), C(C)(=O)C1C(CC(CC1=O)CC(C)SCC)=O (2-acetyl-5-(2-ethylthiopropyl)cyclohexane-1,3-dione), C(C)(=O)O (acetic acid), Cl/C=C/CON (3-trans-chloroallyloxyamine). Run in CCCCCC (hexane), O (water). Yields the product Cl/C=C/CONC(C)=C1C(CC(CC1=O)CC(C)SCC)=O (Trans-2-[1-(3-chloroallyloxyamino)-ethylidene]-5-(2-ethylthiopropyl)-cyclohexane-1,3-dione). RXN SMILES: [C:1]([CH:4]1[C:9](=[O:10])[CH2:8][CH:7]([CH2:11][CH:12]([S:14][CH2:15][CH3:16])[CH3:13])[CH2:6][C:5]1=[O:17])(=O)[CH3:2].C(O)(=O)C.[Cl:22]/[CH:23]=[CH:24]/[CH2:25][O:26][NH2:27].[OH-].[Na+]>O.CCCCCC>[Cl:22]/[CH:23]=[CH:24]/[CH2:25][O:26][NH:27][C:1](=[C:4]1[C:9](=[O:10])[CH2:8][CH:7]([CH2:11][CH:12]([S:14][CH2:15][CH3:16])[CH3:13])[CH2:6][C:5]1=[O:17])[CH3:2] |f:3.4|. Procedure: In this example, 29.5 g (0.1151 mol) of 2-acetyl-5-(2-ethylthiopropyl)cyclohexane-1,3-dione; 1.7 g (0.0277 mol) of acetic acid, and 19.7 g (0.1369 mol) of 3-trans-chloroallyloxyamine in 62 ml of water were admixed to 37 ml of hexane. Aqueous 5 wt. % sodium hydroxide was slowly added dropwise over about 15 minutes until 5.5 g (0.1369 m+small excess) of sodium hydroxide had been added yielding a reaction mixture pH of about 6. The mixture was heated to and maintained at 40° C. for 21/2 hours and t... Reactants: C1CCOC1, CO, COC(=O)c1ccccc1Sc1ccc(CCl)cc1N, [Na+], [OH-]. Yields the product Nc1cc(CCl)ccc1Sc1ccccc1C(=O)O. RXN SMILES: [CH2:23]1[O:24][CH2:25][CH2:26][CH2:27]1.[CH3:28][OH:29].[NH2:1][c:2]1[c:3]([S:10][c:11]2[c:12]([C:13](=[O:14])[O:15][CH3:16])[cH:17][cH:18][cH:19][cH:20]2)[cH:4][cH:5][c:6]([CH2:8][Cl:9])[cH:7]1.[Na+:22].[OH-:21]>>[NH2:1][c:2]1[c:3]([S:10][c:11]2[c:12]([C:13](=[O:14])[OH:15])[cH:17][cH:18][cH:19][cH:20]2)[cH:4][cH:5][c:6]([CH2:8][Cl:9])[cH:7]1.